This data is from the Open Reaction Database (ORD), a public repository of structured organic reaction records. The task is: describe an organic reaction: reactants, conditions, products, and yield The solvent is C(Cl)Cl (CH2Cl2). Procedure details: TFA (120 mL) is added to a solution of crude diethyl 1-[(1-{[(tert-butoxycarbonyl)amino]methyl}cyclopropyl)methyl]-1H-indole-2,6-dicarboxylate (36 g, 81 mmol) in CH2Cl2 (700 mL) at room temperature. The reaction mixture is stirred for 2 h and the solvent is evaporated. The residue is dissolved in EtOAc (600 mL) and is washed with saturated NaHCO3 until the pH is about 7. The aqueous layer is extracted with EtOAc (2×100 mL) and the combined organic layers are dried (Na2SO4), and concentrated to a... As a reaction SMILES: C(O)(C(F)(F)F)=O.C(OC([NH:15][CH2:16][C:17]1([CH2:20][N:21]2[C:29]3[C:24](=[CH:25][CH:26]=[C:27]([C:30]([O:32][CH2:33][CH3:34])=[O:31])[CH:28]=3)[CH:23]=[C:22]2[C:35]([O:37][CH2:38][CH3:39])=[O:36])[CH2:19][CH2:18]1)=O)(C)(C)C>C(Cl)Cl>[NH2:15][CH2:16][C:17]1([CH2:20][N:21]2[C:29]3[C:24](=[CH:25][CH:26]=[C:27]([C:30]([O:32][CH2:33][CH3:34])=[O:31])[CH:28]=3)[CH:23]=[C:22]2[C:35]([O:37][CH2:38][CH3:39])=[O:36])[CH2:18][CH2:19]1. Yields the product NCC1(CC1)CN1C(=CC2=CC=C(C=C12)C(=O)OCC)C(=O)OCC (diethyl 1-{[1-(aminomethyl)cyclopropyl]methyl}-1H-indole-2,6-dicarboxylate). Yield: 107.5%. The reactants are C(=O)(C(F)(F)F)O (TFA), C(C)(C)(C)OC(=O)NCC1(CC1)CN1C(=CC2=CC=C(C=C12)C(=O)OCC)C(=O)OCC (diethyl 1-[(1-{[(tert-butoxycarbonyl)amino]methyl}cyclopropyl)methyl]-1H-indole-2,6-dicarboxylate). Run at time 2 hour. The reactants are NC1C2CC3CC1CN(C3)C2, O=C(O)c1ccc2ccccc2c1O. The product is O=C(NC1C2CC3CC1CN(C3)C2)c1ccc2ccccc2c1O. As a reaction SMILES: [N:1]12[CH2:2][CH:3]3[CH:4]([NH2:11])[CH:5]([CH2:6][CH:7]([CH2:8]1)[CH2:9]3)[CH2:10]2.[OH:12][C:13](=[O:14])[c:15]1[cH:16][cH:17][c:18]2[cH:19][cH:20][cH:21][cH:22][c:23]2[c:24]1[OH:25]>>[N:1]12[CH2:2][CH:3]3[CH:4]([NH:11][C:13](=[O:12])[c:15]4[cH:16][cH:17][c:18]5[cH:19][cH:20][cH:21][cH:22][c:23]5[c:24]4[OH:25])[CH:5]([CH2:6][CH:7]([CH2:8]1)[CH2:9]3)[CH2:10]2. Reactants: CC1=C(C(=O)OC)C=C(C=C1[N+](=O)[O-])C(F)(F)F (methyl 2-methyl-3-nitro-5-(trifluoromethyl)benzoate), [Cl-].[NH4+] (ammonium chloride). Reagents/catalysts: [Fe] (iron). Run in O (water), O (water), C(C)O (ethanol). Conditions: temperature 80 celsius. Yields the product NC=1C(=C(C(=O)OC)C=C(C1)C(F)(F)F)C (methyl 3-amino-2-methyl-5-(trifluoromethyl)benzoate). As a reaction SMILES: [CH3:1][C:2]1[C:11]([N+:12]([O-])=O)=[CH:10][C:9]([C:15]([F:18])([F:17])[F:16])=[CH:8][C:3]=1[C:4]([O:6][CH3:7])=[O:5].[Cl-].[NH4+]>C(O)C.O.[Fe]>[NH2:12][C:11]1[C:2]([CH3:1])=[C:3]([CH:8]=[C:9]([C:15]([F:16])([F:17])[F:18])[CH:10]=1)[C:4]([O:6][CH3:7])=[O:5] |f:1.2|. Procedure: To a stirred solution of methyl 2-methyl-3-nitro-5-(trifluoromethyl)benzoate (5.6 g, 20.97 mmol) in ethanol (40 mL) was added ammonium chloride (5.6 g, 104.6 mmol) dissolved in water (30 mL) and iron powder (4.67 g, 85.16 mmol). The resulting mixture was heated at 80° C. for 1 h. On completion, water was added to the reaction then the mixture was filtered through celite. The filtrate was extracted with ethyl acetate. The combined organic layers were dried then concentrated under reduced pressure... Starting materials: [Al+3], C1CCOC1, [H-], [H-], [H-], [H-], [Li+], CCOC(=O)c1nc2c(cc1F)c(=O)cc(Nc1ccccc1)n2-c1ccccc1. Yields the product O=c1cc(Nc2ccccc2)n(-c2ccccc2)c2nc(CO)c(F)cc12. Reaction SMILES: [Al+3:32].[CH2:37]1[O:38][CH2:39][CH2:40][CH2:41]1.[H-:31].[H-:34].[H-:35].[H-:36].[Li+:33].[NH:1]([c:2]1[cH:3][cH:4][cH:5][cH:6][cH:7]1)[c:8]1[cH:9][c:10](=[O:30])[c:11]2[cH:12][c:13]([F:29])[c:14]([C:24](=[O:25])[O:26][CH2:27][CH3:28])[n:15][c:16]2[n:17]1-[c:18]1[cH:19][cH:20][cH:21][cH:22][cH:23]1>>[NH:1]([c:2]1[cH:3][cH:4][cH:5][cH:6][cH:7]1)[c:8]1[cH:9][c:10](=[O:30])[c:11]2[cH:12][c:13]([F:29])[c:14]([CH2:24][OH:25])[n:15][c:16]2[n:17]1-[c:18]1[cH:19][cH:20][cH:21][cH:22][cH:23]1.